This data is from the Open Reaction Database (ORD), a public repository of structured organic reaction records. The task is: describe an organic reaction: reactants, conditions, products, and yield The reactants are NC=1C=NC2=CC=CC=C2C1S (3-amino-4-quinoline-thiol), C(C)I (ethyl iodide). The solvent is [OH-].[Na+] (sodium hydroxide), S(=O)(=O)([O-])S(=O)[O-].[Na+].[Na+] (sodium pyrosulfite). Reaction conditions: temperature 60 celsius. Product: NC=1C=NC2=CC=CC=C2C1SCC (3-amino-4-ethylthio-quinoline). Isolated yield 84.7%. As a reaction SMILES: [NH2:1][C:2]1[CH:3]=[N:4][C:5]2[C:10]([C:11]=1[SH:12])=[CH:9][CH:8]=[CH:7][CH:6]=2.[CH2:13](I)[CH3:14]>[OH-].[Na+].S(S([O-])=O)([O-])(=O)=O.[Na+].[Na+]>[NH2:1][C:2]1[CH:3]=[N:4][C:5]2[C:10]([C:11]=1[S:12][CH2:13][CH3:14])=[CH:9][CH:8]=[CH:7][CH:6]=2 |f:2.3,4.5.6|. Procedure details: 17.62 g (0.1 mole) of 3-amino-4-quinoline-thiol are dissolved in 50 ml of a 2 molar sodium hydroxide solution whereupon some sodium pyrosulfite crystals are added to the solution. At a temperature below 60° C. 22 g (0.14 mole) of ethyl iodide are added dropwise. The reaction mixture is stirred at 60° C., the product is extracted with chloroform, clarified with activated charcoal and evaporated. Thus 17.3 g of 3-amino-4-ethylthio-quinoline are obtained, yield 85%, b. p.: 147° C./26.6 N.m-2. The reactants are COC=1C=C2C(=NC=NC2=CC1OC)N1CCC2=CC=C(C=C12)N (1-(6,7-Dimethoxy-quinazolin-4-yl)-2,3-dihydro-1H-indol-6-ylamine), N(=O)[O-].[Na+] (NaNO2), [N-]=[N+]=[N-].[Na+] (NaN3). Solvent: C(C)(=O)O.O (acetic acid H2O). Conditions: temperature 22 celsius, time 1 hour. Product: N(=[N+]=[N-])C1=CC=C2CCN(C2=C1)C1=NC=NC2=CC(=C(C=C12)OC)OC (4-(6-Azido-2,3-dihydro-indol-1-yl)-6,7-dimethoxy-quinazoline). The yield is 64.0%. As a reaction SMILES: [CH3:1][O:2][C:3]1[CH:4]=[C:5]2[C:10](=[CH:11][C:12]=1[O:13][CH3:14])[N:9]=[CH:8][N:7]=[C:6]2[N:15]1[C:23]2[C:18](=[CH:19][CH:20]=[C:21]([NH2:24])[CH:22]=2)[CH2:17][CH2:16]1.N([O-])=O.[Na+].[N-:29]=[N+:30]=[N-].[Na+]>C(O)(=O)C.O>[N:24]([C:21]1[CH:22]=[C:23]2[C:18]([CH2:17][CH2:16][N:15]2[C:6]2[C:5]3[C:10](=[CH:11][C:12]([O:13][CH3:14])=[C:3]([O:2][CH3:1])[CH:4]=3)[N:9]=[CH:8][N:7]=2)=[CH:19][CH:20]=1)=[N+:29]=[N-:30] |f:1.2,3.4,5.6|. Procedure details: To 1-(6,7-dimethoxy-quinazolin-4-yl)-2,3-dihydro-1H-indol-6-ylamine (104 mg, 0.323 mmol; from Example 30) in 80% acetic acid/H2O (8 mL) was added NaNO2 (35 mg, 0.35 mmol) in H2O(200 μL) at 5° C. After stirring 10 min. at 5° C. a solution of NaN3 (22mg, 0.34 mmol) in H2O(200 μL) was added and the mixture was allowed to warm to 22° C. and stirred for 1 hour. Following the removal of solvents by lyophilization the residue was dissolved in EtOAc and washed with saturated aqueous NaHCO3 (2×), and bri... Reactants: CC=1NC=2C(CCCC2C1C(=O)O)=O (2-methyl-7-oxo-4,5,6,7-tetrahydro-1H-indole-3-carboxylic acid), NCC(CN1CCN(CC1)C)O (1-amino-3-(4-methylpiperazin-1-yl)propan-2-ol). Product: OC(CNC(=O)C1=C(NC=2C(CCCC12)=O)C)CN1CCN(CC1)C (N-(2-hydroxy-3-(4-methylpiperazin-1-yl)propyl)-2-methyl-7-oxo-4,5,6,7-tetrahydro-1H-indole-3-carboxamide). The yield is 71.7%. Reaction SMILES: [CH3:1][C:2]1[NH:3][C:4]2[C:5](=[O:14])[CH2:6][CH2:7][CH2:8][C:9]=2[C:10]=1[C:11]([OH:13])=O.[NH2:15][CH2:16][CH:17]([OH:26])[CH2:18][N:19]1[CH2:24][CH2:23][N:22]([CH3:25])[CH2:21][CH2:20]1>>[OH:26][CH:17]([CH2:18][N:19]1[CH2:20][CH2:21][N:22]([CH3:25])[CH2:23][CH2:24]1)[CH2:16][NH:15][C:11]([C:10]1[C:9]2[CH2:8][CH2:7][CH2:6][C:5](=[O:14])[C:4]=2[NH:3][C:2]=1[CH3:1])=[O:13]. Procedure details: Similar procedure as Example 13, 2-methyl-7-oxo-4,5,6,7-tetrahydro-1H-indole-3-carboxylic acid (S4) 0.2 g (1.0 mmol) and 1-amino-3-(4-methylpiperazin-1-yl)propan-2-ol 0.36 g (2.1 mmol) was reacted to give 0.25 g (72%) of the titled compound as a white solid. Starting materials: O=C(Br)CBr, O=C([O-])O, ClCCl, Nc1ccc(S(N)(=O)=O)cc1Cl, [Na+]. The product is NS(=O)(=O)c1ccc(NC(=O)CBr)c(Cl)c1. As a reaction SMILES: [Br:18][CH2:19][C:20](=[O:21])[Br:22].[C:13](=[O:14])([OH:15])[O-:16].[Cl:23][CH2:24][Cl:25].[NH2:1][c:2]1[c:3]([Cl:12])[cH:4][c:5]([S:8](=[O:9])(=[O:10])[NH2:11])[cH:6][cH:7]1.[Na+:17]>>[NH:1]([c:2]1[c:3]([Cl:12])[cH:4][c:5]([S:8](=[O:9])(=[O:10])[NH2:11])[cH:6][cH:7]1)[C:20]([CH2:19][Br:18])=[O:21]. Starting materials: [Na] (Sodium), [Na] (sodium), BrC1=CC=C(C=C1)O (4-bromophenol), ClC1=C(C(=O)O)C=CC=N1 (2-chloronicotinic acid). Solvent: CO (methanol), CO (methanol). Reaction conditions: temperature 130 celsius. Product: BrC=1C=C2C(C=3C=CC=NC3OC2=CC1)=O (6-Bromo-9-oxa-1-azaanthracen-10-one). Isolated yield 2.3%. RXN SMILES: [Na].[Br:2][C:3]1[CH:8]=[CH:7][C:6]([OH:9])=[CH:5][CH:4]=1.Cl[C:11]1[N:19]=[CH:18][CH:17]=[CH:16][C:12]=1[C:13](O)=[O:14]>CO>[Br:2][C:3]1[CH:8]=[C:7]2[C:6](=[CH:5][CH:4]=1)[O:9][C:11]1[N:19]=[CH:18][CH:17]=[CH:16][C:12]=1[C:13]2=[O:14] |^1:0|. Reported procedure: Sodium metal (2.30 g, 100 mmol) was added to ice-cooled methanol (75 mL) with stirring under nitrogen. After the sodium had reacted completely, a slurry of 4-bromophenol (8.65 g, 50 mmol) and 2-chloronicotinic acid (7.88 g, 50 mmol) in methanol (50 mL) was added. The resulting light yellow solution was concentrated under vacuum, and the solid residue was taken up in DMF (50 mL) and heated to 130° C. for 18 h. The mixture was cooled, concentrated under vacuum, and the residue was diluted with wat... The reactants are C(C)(C)(C)OC(=O)NC=1C=C(C(=NC1)OCC(=O)O)C (2-(5-(tert-butoxycarbonylamino)-3-methylpyridine-2-yloxy)acetic acid), C(C1=CC=CC=C1)N1CCC(CC1)NC (1-benzyl-N-methylpiperidine-4-amine). The product is C(C1=CC=CC=C1)N1CCC(CC1)N(C(COC1=C(C=C(C=N1)NC(OC(C)(C)C)=O)C)=O)C (tert-butyl 6-(2-((1-benzylpiperidine-4-yl)(methyl)amino)-2-oxoethoxy)-5-methylpyridine-3-ylcarbamate). RXN SMILES: [C:1]([O:5][C:6]([NH:8][C:9]1[CH:10]=[C:11]([CH3:20])[C:12]([O:15][CH2:16][C:17]([OH:19])=O)=[N:13][CH:14]=1)=[O:7])([CH3:4])([CH3:3])[CH3:2].[CH2:21]([N:28]1[CH2:33][CH2:32][CH:31]([NH:34][CH3:35])[CH2:30][CH2:29]1)[C:22]1[CH:27]=[CH:26][CH:25]=[CH:24][CH:23]=1>>[CH2:21]([N:28]1[CH2:33][CH2:32][CH:31]([N:34]([CH3:35])[C:17](=[O:19])[CH2:16][O:15][C:12]2[N:13]=[CH:14][C:9]([NH:8][C:6](=[O:7])[O:5][C:1]([CH3:2])([CH3:3])[CH3:4])=[CH:10][C:11]=2[CH3:20])[CH2:30][CH2:29]1)[C:22]1[CH:23]=[CH:24][CH:25]=[CH:26][CH:27]=1. Procedure details: The title compound was synthesized from Compound 21 and 1-benzyl-N-methylpiperidine-4-amine in the same manner as in Example 49. Reactants: CO, Nc1ccc(I)cn1, Cc1ccc(S(=O)(=O)Cl)cc1, c1ccncc1. Product: Cc1ccc(S(=O)(=O)Nc2ccc(I)cn2)cc1. Reaction SMILES: [CH3:20][OH:21].[I:12][c:13]1[cH:14][cH:15][c:16]([NH2:19])[n:17][cH:18]1.[c:1]1([CH3:11])[cH:2][cH:3][c:4]([S:7](=[O:8])(=[O:9])[Cl:10])[cH:5][cH:6]1.[cH:22]1[cH:23][cH:24][n:25][cH:26][cH:27]1>>[c:1]1([CH3:11])[cH:2][cH:3][c:4]([S:7](=[O:8])(=[O:9])[NH:19][c:16]2[cH:15][cH:14][c:13]([I:12])[cH:18][n:17]2)[cH:5][cH:6]1. Reactants: C(C(C)C)C=1C=C(C=CC1OCC1=NC2=CC=CC=C2C=C1)C(C(=O)OC)C1CCCCC1 (Methyl 2-[3-isobutyl-4-(quinolin-2-yl-methoxy)phenyl]-2-cyclohexylacetate), [OH-].[Na+] (sodium hydroxide), Cl (hydrochloric acid). The solvent is CC(C)O (2-propanol). The product is C(C(C)C)C=1C=C(C=CC1OCC1=NC2=CC=CC=C2C=C1)C(C(=O)O)C1CCCCC1 (2-[3-Isobutyl-4-(quinolin-2-yl-methoxy)phenyl]-2-cyclohexyl-acetic acid). RXN SMILES: [CH2:1]([C:5]1[CH:6]=[C:7]([CH:23]([CH:28]2[CH2:33][CH2:32][CH2:31][CH2:30][CH2:29]2)[C:24]([O:26]C)=[O:25])[CH:8]=[CH:9][C:10]=1[O:11][CH2:12][C:13]1[CH:22]=[CH:21][C:20]2[C:15](=[CH:16][CH:17]=[CH:18][CH:19]=2)[N:14]=1)[CH:2]([CH3:4])[CH3:3].[OH-].[Na+].Cl>CC(O)C>[CH2:1]([C:5]1[CH:6]=[C:7]([CH:23]([CH:28]2[CH2:33][CH2:32][CH2:31][CH2:30][CH2:29]2)[C:24]([OH:26])=[O:25])[CH:8]=[CH:9][C:10]=1[O:11][CH2:12][C:13]1[CH:22]=[CH:21][C:20]2[C:15](=[CH:16][CH:17]=[CH:18][CH:19]=2)[N:14]=1)[CH:2]([CH3:4])[CH3:3] |f:1.2|. Procedure details: 10.2 g (0.0236 mol) of the compound of Example 80 are taken up in 70 ml of 2-propanol and the solution is heated to boiling point overnight with 50 ml of 1N sodium hydroxide solution. After the mixture has become cold it is neutralised with 50 ml of 1N hydrochloric acid. The precipitate obtained is filtered off with suction, washed and dried and then recrystallised from diisopropyl ether. Reactants: CC(C)(C)OC(=O)N1C(NCc2ccccc2)=NC(c2ccccc2)C1c1ccccc1, CCOC(C)=O, Cl. Yields the product Cl, c1ccc(CNC2=NC(c3ccccc3)C(c3ccccc3)N2)cc1. Reaction SMILES: [C:2]([O:3][C:4](=[O:5])[N:9]1[C:10]([NH:26][CH2:27][c:28]2[cH:29][cH:30][cH:31][cH:32][cH:33]2)=[N:11][CH:12]([c:20]2[cH:21][cH:22][cH:23][cH:24][cH:25]2)[CH:13]1[c:14]1[cH:15][cH:16][cH:17][cH:18][cH:19]1)([CH3:6])([CH3:7])[CH3:8].[CH3:34][CH2:35][O:36][C:37]([CH3:38])=[O:39].[ClH:1]>>[ClH:1].[N:9]1=[C:10]([NH:26][CH2:27][c:28]2[cH:29][cH:30][cH:31][cH:32][cH:33]2)[NH:11][CH:12]([c:20]2[cH:21][cH:22][cH:23][cH:24][cH:25]2)[CH:13]1[c:14]1[cH:15][cH:16][cH:17][cH:18][cH:19]1. The reactants are CC(=O)O, Nc1cc(NC(=O)OCCCl)ccc1O, [K+], [OH-], O, O=[N+]([O-])c1cc(NCCO)ccc1O. Yields the product O=C(Nc1ccc(O)c([N+](=O)[O-])c1)OCCCl. RXN SMILES: [CH3:33][C:34](=[O:35])[OH:36].[Cl:18][CH2:19][CH2:20][O:21][C:22]([NH:23][c:24]1[cH:25][cH:26][c:27]([OH:28])[c:29]([NH2:30])[cH:31]1)=[O:32].[K+:16].[OH-:15].[OH2:17].[OH:1][CH2:2][CH2:3][NH:4][c:5]1[cH:6][c:7]([N+:12](=[O:13])[O-:14])[c:8]([OH:11])[cH:9][cH:10]1>>[C:3]([NH:4][c:5]1[cH:6][c:7]([N+:12](=[O:13])[O-:14])[c:8]([OH:11])[cH:9][cH:10]1)(=[O:15])[O:21][CH2:20][CH2:19][Cl:18].